From a dataset of the Open Reaction Database (ORD), a public repository of structured organic reaction records. describe an organic reaction: reactants, conditions, products, and yield Reaction SMILES: [CH3:14][CH2:15][O:16][C:17]([CH3:18])=[O:19].[O:1]1[CH2:2][CH2:3][C:4]([c:7]2[c:8]([F:13])[n:9][cH:10][cH:11][cH:12]2)=[CH:5][CH2:6]1.[OH-:20].[OH-:22].[Pd+2:21]>>[O:1]1[CH2:2][CH2:3][CH:4]([c:7]2[c:8]([F:13])[n:9][cH:10][cH:11][cH:12]2)[CH2:5][CH2:6]1. Product: Fc1ncccc1C1CCOCC1. The reactants are CCOC(C)=O, Fc1ncccc1C1=CCOCC1, [OH-], [OH-], [Pd+2]. Starting materials: COC1=CC(=NC(=C1)C#N)C1=NC=CC=C1 (4-Methoxy-[2,2′]bipyridinyl-6-carbonitrile). Reagents/catalysts: [Ni] (Ra—Ni). The solvent is O1CCCC1 (tetrahydrofuran), O1CCCC1 (tetrahydrofuran). Run at temperature 25 celsius, time 16 hour. Product: COC1=CC(=NC(=C1)CN)C1=NC=CC=C1 (C-(4-Methoxy-[2,2′]bipyridinyl-6-yl)-methylamine). Yield: 91.3%. RXN SMILES: [CH3:1][O:2][C:3]1[CH:8]=[C:7]([C:9]#[N:10])[N:6]=[C:5]([C:11]2[CH:16]=[CH:15][CH:14]=[CH:13][N:12]=2)[CH:4]=1>O1CCCC1.[Ni]>[CH3:1][O:2][C:3]1[CH:8]=[C:7]([CH2:9][NH2:10])[N:6]=[C:5]([C:11]2[CH:16]=[CH:15][CH:14]=[CH:13][N:12]=2)[CH:4]=1. Procedure: Over a suspension of Ra—Ni (400 mg, excess) in tetrahydrofuran, under hydrogen, a solution of 4-Methoxy-[2,2′]bipyridinyl-6-carbonitrile (500 mg, 2.37 mmol) was added in tetrahydrofuran (10 mL) and the reaction mixture was stirred for 16 h at 25° C. The reaction was then filtered through celite, washed with tetrahydrofuran (100 mL) and the organic phase evaporated to dryness affording C-(4-Methoxy-[2,2′]bipyridinyl-6-yl)-methylamine as a pale yellow oil (466 mg, 91%). Reactants: COC=1C=C(C=CC1OC)C1(CCCCC1)CNC (1-(3,4-dimethoxyphenyl)-N-methyl-1-cyclohexanemethanamine), C([O-])([O-])=O.[K+].[K+] (potassium carbonate), BrCCCCl (1-bromo-3-chloropropane). Solvent: CN(C=O)C (dimethylformamide). Reaction conditions: time 16 hour. The product is ClCCCN(CC1(CCCCC1)C1=CC(=C(C=C1)OC)OC)C (N-(3-chloropropyl)-1-(3,4-dimethoxyphenyl)-N-methylcyclohexanemethanamine). Reaction SMILES: [CH3:1][O:2][C:3]1[CH:4]=[C:5]([C:11]2([CH2:17][NH:18][CH3:19])[CH2:16][CH2:15][CH2:14][CH2:13][CH2:12]2)[CH:6]=[CH:7][C:8]=1[O:9][CH3:10].C(=O)([O-])[O-].[K+].[K+].Br[CH2:27][CH2:28][CH2:29][Cl:30]>CN(C)C=O>[Cl:30][CH2:29][CH2:28][CH2:27][N:18]([CH3:19])[CH2:17][C:11]1([C:5]2[CH:6]=[CH:7][C:8]([O:9][CH3:10])=[C:3]([O:2][CH3:1])[CH:4]=2)[CH2:12][CH2:13][CH2:14][CH2:15][CH2:16]1 |f:1.2.3|. Procedure: A solution of 3.40 g (0.0129 mol) of 1-(3,4-dimethoxyphenyl)-N-methyl-1-cyclohexanemethanamine in 50 ml of abs. dimethylformamide was treated with 3.57 g (0.0258 mol) of anhydrous potassium carbonate. The mixture was stirred at 5° and treated with 1.4 ml (0.0129 mol) of 1-bromo-3-chloropropane and subsequently stirred initially at 30° for 4 hours and thereafter at room temperature for 16 hours. The solvent was then evaporated at room temperature under reduced pressure and the residue was treated... Starting materials: BrCC1CO1, O=C([O-])[O-], CC(C)=O, Oc1cccc(F)c1, [K+], [K+]. The product is Fc1cccc(OCC2CO2)c1. RXN SMILES: [Br:15][CH2:16][CH:17]1[CH2:18][O:19]1.[C:9](=[O:10])([O-:11])[O-:12].[CH3:20][C:21](=[O:22])[CH3:23].[F:1][c:2]1[cH:3][c:4]([OH:8])[cH:5][cH:6][cH:7]1.[K+:13].[K+:14]>>[F:1][c:2]1[cH:3][c:4]([O:8][CH2:16][CH:17]2[CH2:18][O:19]2)[cH:5][cH:6][cH:7]1. The reactants are ClC(=O)OCC (ethyl chloroformate), NC1(CC2=CC=CC=C2C1)C(=O)O (2-aminoindan-2-carboxylic acid). The solvent is C(C)(=O)OCC (ethyl acetate). Run at time 15 hour. Product: C(C)OC(=O)NC1(CC2=CC=CC=C2C1)C(=O)O (2-Ethoxycarbonylaminoindan-2-carboxylic Acid). The yield is 44.0%. Reaction SMILES: [NH2:1][C:2]1([C:11]([OH:13])=[O:12])[CH2:10][C:9]2[C:4](=[CH:5][CH:6]=[CH:7][CH:8]=2)[CH2:3]1.Cl[C:15]([O:17][CH2:18][CH3:19])=[O:16]>C(OCC)(=O)C>[CH2:18]([O:17][C:15]([NH:1][C:2]1([C:11]([OH:13])=[O:12])[CH2:3][C:4]2[C:9](=[CH:8][CH:7]=[CH:6][CH:5]=2)[CH2:10]1)=[O:16])[CH3:19]. Reported procedure: To a stirred refluxing mixture of 2-aminoindan-2-carboxylic acid (1.90 g, 10.7 mmol, Pinder, R. M.; Butcher, B. H.; Buxton, D. A.; and Howells, O. J. J. Med. Chem. 1971, 14, 892) in ethyl acetate (200 ml) ws added ethyl chloroformate (1.16 g, 10.7 mmol). After 15 hours, the mixture was cooled, filtered, evaporated, and vacuum dried to give 1.17 g (44%) of a white solid. The reactants are CC(=O)C1=C(C=C(C=C1)Cl)O (4-Chloro-2-hydroxyacetophenone), ClC1=CC=NC2=CC(=C(C=C12)OC)OC (4-chloro-6,7-dimethoxyquinoline). Reagents/catalysts: CN(C1=CC=NC=C1)C (4-dimethylaminopyridine). The solvent is ClC1=C(C=CC=C1)Cl (o-dichlorobenzene). Reaction conditions: temperature 120 celsius, time 8 hour. Product: ClC1=CC(=C(C=C1)C(C)=O)OC1=CC=NC2=CC(=C(C=C12)OC)OC (1-[4-Chloro-2-(6,7-dimethoxy-quinolin-4-yloxy)-phenyl]-ethanone). The yield is 11.7%. Reaction SMILES: [CH3:1][C:2]([C:4]1[CH:9]=[CH:8][C:7]([Cl:10])=[CH:6][C:5]=1[OH:11])=[O:3].Cl[C:13]1[C:22]2[C:17](=[CH:18][C:19]([O:25][CH3:26])=[C:20]([O:23][CH3:24])[CH:21]=2)[N:16]=[CH:15][CH:14]=1>CN(C)C1C=CN=CC=1.ClC1C=CC=CC=1Cl>[Cl:10][C:7]1[CH:8]=[CH:9][C:4]([C:2](=[O:3])[CH3:1])=[C:5]([O:11][C:13]2[C:22]3[C:17](=[CH:18][C:19]([O:25][CH3:26])=[C:20]([O:23][CH3:24])[CH:21]=3)[N:16]=[CH:15][CH:14]=2)[CH:6]=1. Procedure: 4-Chloro-2-hydroxyacetophenone (45 mg), 4-chloro-6,7-dimethoxyquinoline (60 mg), and 4-dimethylaminopyridine (95 mg) are suspended in o-dichlorobenzene (10 ml) to prepare a suspension which was then stirred at 120° C. overnight and then at 140° C. for 5 hr. The reaction solution was cooled to room temperature, and the solvent was removed by distillation under the reduced pressure. Water was then added to the residue, and the mixture was extracted with chloroform. The chloroform layer was washed ... The reactants are C, COc1ccc(C(=O)CCCCl)cc1, C1CCOC1, [Pd]. Product: COc1ccc(CCCCCl)cc1. RXN SMILES: [C:20].[Cl:1][CH2:2][CH2:3][CH2:4][C:5](=[O:6])[c:7]1[cH:8][cH:9][c:10]([O:13][CH3:14])[cH:11][cH:12]1.[O:15]1[CH2:16][CH2:17][CH2:18][CH2:19]1.[Pd:21]>>[Cl:1][CH2:2][CH2:3][CH2:4][CH2:5][c:7]1[cH:8][cH:9][c:10]([O:13][CH3:14])[cH:11][cH:12]1. Reactants: CC#CC(O)C(CNC(=O)OCc1ccccc1)NC(=O)OC(C)(C)C, CSCCC(NC(=O)OC(C)(C)C)C(=O)O, CCN(C(C)C)C(C)C, ClCCl, O=C(O)C(F)(F)F, On1nnc2ccccc21. Yields the product CC#CC(O)C(CNC(=O)OCc1ccccc1)NC(=O)C(CCSC)NC(=O)OC(C)(C)C. Reaction SMILES: [C:1]([O:2][C:6]([NH:7][CH:8]([CH:9]([C:10]#[C:11][CH3:12])[OH:13])[CH2:14][NH:15][C:16](=[O:17])[O:18][CH2:19][c:20]1[cH:21][cH:22][cH:23][cH:24][cH:25]1)=[O:26])([CH3:3])([CH3:4])[CH3:5].[C:53](=[O:54])([O:55][C:56]([CH3:57])([CH3:58])[CH3:59])[NH:60][CH:61]([CH2:62][CH2:63][S:64][CH3:65])[C:66]([OH:67])=[O:68].[CH:34]([N:35]([CH2:36][CH3:37])[CH:38]([CH3:39])[CH3:40])([CH3:41])[CH3:42].[Cl:69][CH2:70][Cl:71].[F:27][C:28]([F:29])([F:30])[C:31]([OH:32])=[O:33].[OH:43][n:44]1[c:45]2[c:46]([cH:47][cH:48][cH:49][cH:50]2)[n:51][n:52]1>>[C:6]([NH:7][CH:8]([CH:9]([C:10]#[C:11][CH3:12])[OH:13])[CH2:14][NH:15][C:16](=[O:17])[O:18][CH2:19][c:20]1[cH:21][cH:22][cH:23][cH:24][cH:25]1)(=[O:26])[CH:61]([NH:60][C:53](=[O:54])[O:55][C:56]([CH3:57])([CH3:58])[CH3:59])[CH2:62][CH2:63][S:64][CH3:65]. Starting materials: COC(C1=CC(=CC=C1)C1=CC(=NC(=C1)C)C)=O (3-(2,6-dimethyl-pyridin-4-yl)-benzoic acid methyl ester), COC(C1=CC(=CC=C1)C1=CC(=NC=C1)C)=O (3-(2-methyl-pyridin-4-yl)-benzoic acid methyl ester), C(=O)(O)C=1C=C(C=CC1)B(O)O (3-carboxyphenylboronic acid), BrC1=CC(=NC(=C1)C)C (4-bromo-2,6-dimethylpyridine), OO (H2O2), N-oxide. Solvent: C(C)(=O)OC(C)=O (acetic acid anhydride), C(C)(=O)O (acetic acid). Product: COC(C1=CC(=CC=C1)C1=CC(=NC(=C1)C)COC(C)=O)=O (3-(2-acetoxymethyl-6-methyl-pyridin-4-yl)-benzoic acid methyl ester). Yield: 82.0%. RXN SMILES: [CH3:1][O:2][C:3](=[O:18])[C:4]1[CH:9]=[CH:8][CH:7]=[C:6]([C:10]2[CH:15]=[C:14]([CH3:16])[N:13]=[C:12]([CH3:17])[CH:11]=2)[CH:5]=1.[C:19]([C:22]1C=C(B(O)O)C=CC=1)([OH:21])=[O:20].BrC1C=C(C)N=C(C)C=1.COC(=O)C1C=CC=C(C2C=CN=C(C)C=2)C=1.OO>C(O)(=O)C.C(OC(=O)C)(=O)C>[CH3:1][O:2][C:3](=[O:18])[C:4]1[CH:9]=[CH:8][CH:7]=[C:6]([C:10]2[CH:15]=[C:14]([CH3:16])[N:13]=[C:12]([CH2:17][O:21][C:19](=[O:20])[CH3:22])[CH:11]=2)[CH:5]=1. Procedure details: Oxidation of 3-(2,6-dimethyl-pyridin-4-yl)-benzoic acid methyl ester (28.8 g, 0.12 mol; prepared from commercially available 3-carboxyphenylboronic acid [CAS-No. 25487-66-5] and 4-bromo-2,6-dimethylpyridine [Chem. Pharm. Bull. 38 (1990) 2446 and J. Org. Chem. 27 (1962) 1665] as described for 3-(2-methyl-pyridin-4-yl)-benzoic acid methyl ester in example K12) with H2O2 (30%, 36.5 ml, 0.36 mol) in acetic acid (117 ml) at 70° C. for 27 h and subsequent reaction of the N-oxide in acetic acid anhydri...